From a dataset of the Open Reaction Database (ORD), a public repository of structured organic reaction records. describe an organic reaction: reactants, conditions, products, and yield Reactants: O=C([O-])[O-], COC(=O)c1ccc(CBr)cc1[N+](=O)[O-], CCC(C)=O, CCOC(C)=O, [Cs+], [Cs+], [I-], [Li+], CC(C)(C)OC(=O)NC(=O)OC(C)(C)C, O. Yields the product COC(=O)c1ccc(CN(C(=O)OC(C)(C)C)C(=O)OC(C)(C)C)cc1[N+](=O)[O-]. Reaction SMILES: [C:31](=[O:32])([O-:33])[O-:34].[CH3:1][O:2][C:3]([c:4]1[c:5]([N+:12](=[O:13])[O-:14])[cH:6][c:7]([CH2:10][Br:11])[cH:8][cH:9]1)=[O:15].[CH3:39][C:40](=[O:41])[CH2:42][CH3:43].[CH3:44][CH2:45][O:46][C:47](=[O:48])[CH3:49].[Cs+:35].[Cs+:36].[I-:37].[Li+:38].[NH:16]([C:17](=[O:18])[O:19][C:20]([CH3:21])([CH3:22])[CH3:23])[C:24](=[O:25])[O:26][C:27]([CH3:28])([CH3:29])[CH3:30].[OH2:50]>>[CH3:1][O:2][C:3]([c:4]1[c:5]([N+:12](=[O:13])[O-:14])[cH:6][c:7]([CH2:10][N:16]([C:17](=[O:18])[O:19][C:20]([CH3:21])([CH3:22])[CH3:23])[C:24](=[O:25])[O:26][C:27]([CH3:28])([CH3:29])[CH3:30])[cH:8][cH:9]1)=[O:15]. The reactants are ClC1=CC=CC(=N1)C(CC1=NC=CC=C1)O (1-(6-chloropyridin-2-yl)-2-(pyridin-2-yl)ethyl alcohol), C1(=CC=CC=C1)P(C1=CC=CC=C1)C1=CC=CC=C1 (triphenylphosphine), C1(C=2C(C(N1)=O)=CC=CC2)=O (phthalimide), N(=NC(=O)OCC)C(=O)OCC (diethyl azodicarboxylate). Run in O1CCCC1 (tetrahydrofuran). Reaction conditions: time 8 hour. Yields the product ClC1=CC=CC(=N1)C(CC1=NC=CC=C1)N1C(C=2C(C1=O)=CC=CC2)=O (N-{1-(6-Chloropyridin-2-yl)-2-(pyridin-2-yl)ethyl}phthalimide). The yield is 128.9%. RXN SMILES: [Cl:1][C:2]1[N:7]=[C:6]([CH:8](O)[CH2:9][C:10]2[CH:15]=[CH:14][CH:13]=[CH:12][N:11]=2)[CH:5]=[CH:4][CH:3]=1.C1(P(C2C=CC=CC=2)C2C=CC=CC=2)C=CC=CC=1.[C:36]1(=[O:46])[NH:40][C:39](=[O:41])[C:38]2=[CH:42][CH:43]=[CH:44][CH:45]=[C:37]12.N(C(OCC)=O)=NC(OCC)=O>O1CCCC1>[Cl:1][C:2]1[N:7]=[C:6]([CH:8]([N:40]2[C:39](=[O:41])[C:38]3=[CH:42][CH:43]=[CH:44][CH:45]=[C:37]3[C:36]2=[O:46])[CH2:9][C:10]2[CH:15]=[CH:14][CH:13]=[CH:12][N:11]=2)[CH:5]=[CH:4][CH:3]=1. Reported procedure: 38.6 g of the 1-(6-chloropyridin-2-yl)-2-(pyridin-2-yl)ethyl alcohol prepared in the Preparative Example 20, 47.8 g of triphenylphosphine and 26.8 g of phthalimide were dissolved in 500 ml of tetrahydrofuran, followed by the addition thereto of 31.7 g of diethyl azodicarboxylate. The obtained mixture was stirred at room temperature overnight and concentrated, followed by the addition thereto of diethyl ether. The obtained mixture was filtered to remove insolubles and the filtrate was purified by... The reactants are [N+](=O)([O-])C1=C2C(C(=O)OC2=O)=CC=C1 (3-nitro-phtalic anhydride), NC1=CC=CC=C1 (aniline). Solvent: C(C)(=O)O (acetic acid). Product: [N+](=O)([O-])C1=C(C(C(=O)NC2=CC=CC=C2)=CC=C1)C(=O)NC1=CC=CC=C1 (3-nitro-phtalanilide). As a reaction SMILES: [N+:1]([C:4]1[CH:14]=[CH:13][CH:12]=[C:6]2[C:7]([O:9][C:10](=[O:11])[C:5]=12)=O)([O-:3])=[O:2].[NH2:15][C:16]1[CH:21]=[CH:20][CH:19]=[CH:18][CH:17]=1>C(O)(=O)C>[N+:1]([C:4]1[CH:14]=[CH:13][CH:12]=[C:6]([C:7]([NH:15][C:16]2[CH:21]=[CH:20][CH:19]=[CH:18][CH:17]=2)=[O:9])[C:5]=1[C:10]([NH:1][C:4]1[CH:14]=[CH:13][CH:12]=[CH:6][CH:5]=1)=[O:11])([O-:3])=[O:2]. Procedure: 50 g (259 mmol) 3-nitro-phtalic anhydride and 24.7 g (24.1 mL, 266 mmol) aniline in 710 mL acetic acid were heated to reflux for 3 hours under an argon atmosphere. Acetic acid was removed under reduced pressure and the residue was treated with 150 mL ethanol at 0° C. The precipitated 3-nitro-phtalanilide was isolated by filtration, washed with a small amount of cold ethanol and dried. 59.1 g (58%) 3-nitro-phtalanilide was isolated (m.p. 139-141° C.). Starting materials: C1(=CC=C(C=C1)S(=O)(=O)OCC1CCN2C(=NC3=C2C=CC=C3)S1)C (3,4-dihydro-2-p-toluenesulfonyloxymethyl-2H-(1,3)-thiazino[3,2-a]benzimidazole), O.N (ammonia water), O1CCOCC1 (dioxane). The solvent is O (water). Conditions: temperature 120 celsius. The product is NCC1CCN2C(=NC3=C2C=CC=C3)S1 (3,4-Dihydro-2-aminomethyl-2H-(1,3)-thiazino[3,2-a]benzimidazole). The yield is 35.1%. Reaction SMILES: C1(C)C=CC(S(O[CH2:11][CH:12]2[S:24][C:16]3=[N:17][C:18]4[CH:23]=[CH:22][CH:21]=[CH:20][C:19]=4[N:15]3[CH2:14][CH2:13]2)(=O)=O)=CC=1.O.[NH3:27].O1CCOCC1>O>[NH2:27][CH2:11][CH:12]1[S:24][C:16]2=[N:17][C:18]3[CH:23]=[CH:22][CH:21]=[CH:20][C:19]=3[N:15]2[CH2:14][CH2:13]1 |f:1.2|. Procedure details: To 2.24 g of 3,4-dihydro-2-p-toluenesulfonyloxymethyl-2H-(1,3)-thiazino[3,2-a]benzimidazole, were added 5 g of 25% ammonia water and 40 ml of dioxane. The mixturewere heated in a sealed tube, at 120° C., for 75 hours. The reactionmixture was then condensed under reduced pressure. The residue was added with water and then extracted with chloroform, and dried over anhydrous magnesium sulfate. Chloroform was evaporated under reduced pressure. The residue was chromatographed on silica gel and eluted... The reactants are C12(CC3CC(CC(C1)C3)C2)C2=C(C=C3C=CC(=CC3=C2)Br)O (7-(1-adamantyl)-6-hydroxy-2-bromonaphthalene), C(C1=CC=CC=C1)Br (benzyl bromide). Product: C12(CC3CC(CC(C1)C3)C2)C2=C(C=C3C=CC(=CC3=C2)Br)OCC2=CC=CC=C2 (7-(1-adamantyl)-6-benzyloxy-2-bromonaphthalene). Isolated yield 79.8%. RXN SMILES: [C:1]12([C:11]3[CH:20]=[C:19]4[C:14]([CH:15]=[CH:16][C:17]([Br:21])=[CH:18]4)=[CH:13][C:12]=3[OH:22])[CH2:10][CH:5]3[CH2:6][CH:7]([CH2:9][CH:3]([CH2:4]3)[CH2:2]1)[CH2:8]2.[CH2:23](Br)[C:24]1[CH:29]=[CH:28][CH:27]=[CH:26][CH:25]=1>>[C:1]12([C:11]3[CH:20]=[C:19]4[C:14]([CH:15]=[CH:16][C:17]([Br:21])=[CH:18]4)=[CH:13][C:12]=3[O:22][CH2:23][C:24]3[CH:29]=[CH:28][CH:27]=[CH:26][CH:25]=3)[CH2:8][CH:7]3[CH2:9][CH:3]([CH2:4][CH:5]([CH2:6]3)[CH2:10]1)[CH2:2]2. Procedure details: Following the basic procedure of Example 11, by reacting 12.5 g (35 mmol) of 7-(1-adamantyl)-6-hydroxy-2-bromonaphthalene with 5 ml (42 mmol) of benzyl bromide, 12.5 g (80%) of the expected compound of melting point 150°-151° C. were obtained. The reactants are [OH-].[Na+] (Sodium hydroxide), C(C)OC(CN(C(C1=C(C=CC(=C1)OCCCCCCCCCCCCCCCCCC)OCCCOC1=CC=C(C=C1)OCC1=CC=CC=C1)=O)CC(=O)OCC)=O (N-(2-ethoxy-2-oxoethyl)-N-[5-(octadecyloxy)-2-[3-[4-(phenylmethoxy)phenoxy]propoxy]benzoyl] glycine ethyl ester). Yields the product C(=O)(O)CN(CC(=O)O)C(C1=C(C=CC(=C1)OCCCCCCCCCCCCCCCCCC)OCCCOC1=CC=C(C=C1)OCC1=CC=CC=C1)=O (N-(carboxymethyl)-N-[5-(octadecyloxy)-2-[3-[4-(phenylmethoxy)phenoxy]propoxy]benzoyl]glycine). Yield: 79.0%. As a reaction SMILES: [OH-].[Na+].C([O:5][C:6](=[O:61])[CH2:7][N:8]([CH2:55][C:56]([O:58]CC)=[O:57])[C:9](=[O:54])[C:10]1[CH:15]=[C:14]([O:16][CH2:17][CH2:18][CH2:19][CH2:20][CH2:21][CH2:22][CH2:23][CH2:24][CH2:25][CH2:26][CH2:27][CH2:28][CH2:29][CH2:30][CH2:31][CH2:32][CH2:33][CH3:34])[CH:13]=[CH:12][C:11]=1[O:35][CH2:36][CH2:37][CH2:38][O:39][C:40]1[CH:45]=[CH:44][C:43]([O:46][CH2:47][C:48]2[CH:53]=[CH:52][CH:51]=[CH:50][CH:49]=2)=[CH:42][CH:41]=1)C>>[C:56]([CH2:55][N:8]([C:9](=[O:54])[C:10]1[CH:15]=[C:14]([O:16][CH2:17][CH2:18][CH2:19][CH2:20][CH2:21][CH2:22][CH2:23][CH2:24][CH2:25][CH2:26][CH2:27][CH2:28][CH2:29][CH2:30][CH2:31][CH2:32][CH2:33][CH3:34])[CH:13]=[CH:12][C:11]=1[O:35][CH2:36][CH2:37][CH2:38][O:39][C:40]1[CH:45]=[CH:44][C:43]([O:46][CH2:47][C:48]2[CH:53]=[CH:52][CH:51]=[CH:50][CH:49]=2)=[CH:42][CH:41]=1)[CH2:7][C:6]([OH:61])=[O:5])([OH:58])=[O:57] |f:0.1|. Reported procedure: Sodium hydroxide hydrolysis of N-(2-ethoxy-2-oxoethyl)-N-[5-(octadecyloxy)-2-[3-[4-(phenylmethoxy)phenoxy]propoxy]benzoyl] glycine ethyl ester under conditions described in Example 81 gave N-(carboxymethyl)-N-[5-(octadecyloxy)-2-[3-[4-(phenylmethoxy)phenoxy]propoxy]benzoyl]glycine (79% yield, mp 70°-74° ). The reactants are CCO, CC(C(=O)O)c1ccc([N+](=O)[O-])c(F)c1. Yields the product CC(C(=O)O)c1ccc(N)c(F)c1. As a reaction SMILES: [CH3:16][CH2:17][OH:18].[F:1][c:2]1[cH:3][c:4]([CH:11]([C:12](=[O:13])[OH:14])[CH3:15])[cH:5][cH:6][c:7]1[N+:8]([O-:9])=[O:10]>>[F:1][c:2]1[cH:3][c:4]([CH:11]([C:12](=[O:13])[OH:14])[CH3:15])[cH:5][cH:6][c:7]1[NH2:8]. The reactants are O=C(Cl)C1CC1, Cc1ccc(Oc2ccc3nc(N)sc3n2)cc1NC(=O)c1cccc(C2(C#N)CC2)c1, c1ccncc1. Product: Cc1ccc(Oc2ccc3nc(NC(=O)C4CC4)sc3n2)cc1NC(=O)c1cccc(C2(C#N)CC2)c1. RXN SMILES: [CH:33]1([C:36](=[O:37])[Cl:38])[CH2:34][CH2:35]1.[NH2:1][c:2]1[s:3][c:4]2[n:5][c:6]([O:11][c:12]3[cH:13][cH:14][c:15]([CH3:32])[c:16]([NH:18][C:19]([c:20]4[cH:21][c:22]([C:26]5([C:29]#[N:30])[CH2:27][CH2:28]5)[cH:23][cH:24][cH:25]4)=[O:31])[cH:17]3)[cH:7][cH:8][c:9]2[n:10]1.[cH:39]1[cH:40][cH:41][n:42][cH:43][cH:44]1>>[NH:1]([c:2]1[s:3][c:4]2[n:5][c:6]([O:11][c:12]3[cH:13][cH:14][c:15]([CH3:32])[c:16]([NH:18][C:19]([c:20]4[cH:21][c:22]([C:26]5([C:29]#[N:30])[CH2:27][CH2:28]5)[cH:23][cH:24][cH:25]4)=[O:31])[cH:17]3)[cH:7][cH:8][c:9]2[n:10]1)[C:36]([CH:33]1[CH2:34][CH2:35]1)=[O:37]. Reactants: C(#N)C1=CC=C(C=O)C=C1 (4-cyanobenzaldehyde), [N+](=O)(O)[O-].NNC(=N)NN (1,3-diaminoguanidine nitrate), [N+](=O)(O)[O-] (nitric acid). The solvent is C(C)O (ethanol), O (water). The product is [N+](=O)(O)[O-].C(#N)C1=CC=C(C=NNC(=N)NN=CC2=CC=C(C=C2)C#N)C=C1 (1,3-Bis(4-cyanobenzylideneamino)guanidine Nitrate). Reaction SMILES: [C:1]([C:3]1[CH:10]=[CH:9][C:6]([CH:7]=O)=[CH:5][CH:4]=1)#[N:2].[N+:11]([O-:14])([OH:13])=[O:12].[NH2:15][NH:16][C:17]([NH:19][NH2:20])=[NH:18].[N+]([O-])(O)=O>C(O)C.O>[N+:11]([O-:14])([OH:13])=[O:12].[C:1]([C:3]1[CH:10]=[CH:9][C:6]([CH:7]=[N:15][NH:16][C:17]([NH:19][N:20]=[CH:7][C:6]2[CH:9]=[CH:10][C:3]([C:1]#[N:2])=[CH:4][CH:5]=2)=[NH:18])=[CH:5][CH:4]=1)#[N:2] |f:1.2,6.7|. Procedure details: A boiling solution of 13.1 grams of 4-cyanobenzaldehyde in 250 milliliters of ethanol is stirred vigorously as a solution of 6.1 grams of 1,3-diaminoguanidine nitrate and 0.5 milliliters of concentrated nitric acid in 50 milliliters of water is added in one portion. The reaction mixture is stirred as the temperature recedes to room temperature. The reaction mixture is then allowed to stand for several hours. The precipitate which forms is collected, washed with hot ethanol, air dried and finally... RXN SMILES: OCCCCCCCCN[C:11]([C:13]1[CH:14]=[C:15]([S:19]([C:22]2[CH:23]=[C:24]3[C:29](=[C:30]([CH3:32])[CH:31]=2)[N:28]=[CH:27][C:26]([C:33]([NH2:35])=[O:34])=[C:25]3[NH:36][C:37]2[CH:42]=[CH:41][CH:40]=[C:39]([O:43][CH3:44])[CH:38]=2)(=[O:21])=[O:20])[CH:16]=[CH:17][CH:18]=1)=[O:12].[NH2:45][C:46]1[CH:51]=[CH:50][C:49]([C:52]#[C:53][CH2:54][CH2:55][CH2:56][N:57]([CH3:80])[CH2:58][C@@H:59]([C:68]2[CH:77]=[CH:76][C:75]([OH:78])=[C:74]3[C:69]=2[CH:70]=[CH:71][C:72](=[O:79])[NH:73]3)[O:60][Si:61]([C:64]([CH3:67])([CH3:66])[CH3:65])([CH3:63])[CH3:62])=[CH:48][CH:47]=1>>[Si:61]([O:60][C@H:59]([C:68]1[CH:77]=[CH:76][C:75]([OH:78])=[C:74]2[C:69]=1[CH:70]=[CH:71][C:72](=[O:79])[NH:73]2)[CH2:58][N:57]([CH3:80])[CH2:56][CH2:55][CH2:54][C:53]#[C:52][C:49]1[CH:50]=[CH:51][C:46]([NH:45][C:11]([C:13]2[CH:14]=[C:15]([S:19]([C:22]3[CH:23]=[C:24]4[C:29](=[C:30]([CH3:32])[CH:31]=3)[N:28]=[CH:27][C:26]([C:33]([NH2:35])=[O:34])=[C:25]4[NH:36][C:37]3[CH:42]=[CH:41][CH:40]=[C:39]([O:43][CH3:44])[CH:38]=3)(=[O:20])=[O:21])[CH:16]=[CH:17][CH:18]=2)=[O:12])=[CH:47][CH:48]=1)([C:64]([CH3:67])([CH3:66])[CH3:65])([CH3:62])[CH3:63]. Starting materials: OCCCCCCCCNC(=O)C=1C=C(C=CC1)S(=O)(=O)C=1C=C2C(=C(C=NC2=C(C1)C)C(=O)N)NC1=CC(=CC=C1)OC (6-[[3-[(8-Hydroxyoctyl)carbamoyl]phenyl]sulfonyl]-4-[(3-methoxyphenyl)amino]-8-methylquinoline-3-carboxamide), NC1=CC=C(C=C1)C#CCCCN(C[C@H](O[Si](C)(C)C(C)(C)C)C1=C2C=CC(NC2=C(C=C1)O)=O)C ((R)-5-(2-((5-(4-aminophenyl)pent-4-yn-1-yl)(methyl)amino)-1-((tert-butyldimethylsilyl)oxy)ethyl)-8-hydroxyquinolin-2(1H)-one), C54H59N6O8SSi. Reported procedure: The title compound was synthesized in a manner analogous to that described for Intermediate 70, using Intermediate 103 in place of 8-aminooctanol. ES/MS calcd. for C54H59N6O8SSi+ 979.4. Found m/z=979.6 (M+H)+. The product is [Si](C)(C)(C(C)(C)C)O[C@@H](CN(CCCC#CC1=CC=C(C=C1)NC(=O)C=1C=C(C=CC1)S(=O)(=O)C=1C=C2C(=C(C=NC2=C(C1)C)C(=O)N)NC1=CC(=CC=C1)OC)C)C1=C2C=CC(NC2=C(C=C1)O)=O ((R)-6-((3-((4-(5-((2-((tert-butyldimethylsilyl)oxy)-2-(8-hydroxy-2-oxo-1,2-dihydroquinolin-5-yl)ethyl)(methyl)amino)pent-1-yn-1-yl)phenyl)carbamoyl)phenyl)sulfonyl)-4-((3-methoxyphenyl)amino)-8-methylquinoline-3-carboxamide).